This data is from the Open Reaction Database (ORD), a public repository of structured organic reaction records. The task is: describe an organic reaction: reactants, conditions, products, and yield The reactants are ClC1=CC=C(S1)CN1C=C(C=2C1=NC=CC2)C2CCNCC2 (1-(5-chloro-thiophen-2-ylmethyl)3-piperidin-4-yl-1H-pyrrolo[2,3-b]pyridine), ClCCOC1=C(C(=O)OC)C=CC=C1 (methyl 2-(2-chloroethoxy)benzoate). Yields the product COC(C1=C(C=CC=C1)OCCN1CCC(CC1)C1=CN(C2=NC=CC=C21)CC=2SC(=CC2)Cl)=O (2-(2-{4-[1-(5-chlorothiophen-2-ylmethyl)-1H-pyrrolo[2,3-b]pyridin-3-yl]piperidin-1-yl}ethoxy)benzoic acid methyl ester). Yield: 33.2%. RXN SMILES: [Cl:1][C:2]1[S:6][C:5]([CH2:7][N:8]2[C:12]3=[N:13][CH:14]=[CH:15][CH:16]=[C:11]3[C:10]([CH:17]3[CH2:22][CH2:21][NH:20][CH2:19][CH2:18]3)=[CH:9]2)=[CH:4][CH:3]=1.Cl[CH2:24][CH2:25][O:26][C:27]1[CH:36]=[CH:35][CH:34]=[CH:33][C:28]=1[C:29]([O:31][CH3:32])=[O:30]>>[CH3:32][O:31][C:29](=[O:30])[C:28]1[CH:33]=[CH:34][CH:35]=[CH:36][C:27]=1[O:26][CH2:25][CH2:24][N:20]1[CH2:19][CH2:18][CH:17]([C:10]2[C:11]3[C:12](=[N:13][CH:14]=[CH:15][CH:16]=3)[N:8]([CH2:7][C:5]3[S:6][C:2]([Cl:1])=[CH:3][CH:4]=3)[CH:9]=2)[CH2:22][CH2:21]1. Procedure details: This compound was prepared following the procedure described in example 4, part E starting with 2.8 g (6.5 mmol) of 1-(5-chloro-thiophen-2-ylmethyl)3-piperidin-4-yl-1H-pyrrolo[2,3-b]pyridine and 1.5 g (7.2 mmol) of methyl 2-(2-chloroethoxy)benzoate. After standard work-up and purification, 1.1 g (33% yield) of 2-(2-{4-[1-(5-chlorothiophen-2-ylmethyl)-1H-pyrrolo[2,3-b]pyridin-3-yl]piperidin-1-yl}ethoxy)benzoic acid methyl ester were obtained. Procedure: 6-Chloro-3-(4-methyl-2-thenoyl)-4-azaoxindole was first prepared according to a variation of the procedure of Example 2B, using 6-chloro-4-azaoxindole (1.3 g, 7.71 mmol) sodium (1.75 g, 49.7 mmol), 4-methylthiophene-2-carbonyl chloride (1.93 g, 12.0 mmol) and ethanol (40 mL). Ethyl-4-methylthiophene-2-carboxylate was prepared in situ by addition of the acid chloride to the sodium ethoxide solution. The azaoxindole was added and the reaction carried out as in Example 1B. Yield: 1.64 g (46%) m.p.>... RXN SMILES: ClC1C=C2C(C([C:12](=[O:19])[C:13]3[S:17][CH:16]=[C:15]([CH3:18])[CH:14]=3)C(=O)N2)=NC=1.ClC1C=C2C([CH2:25][C:26](=[O:30])N2)=NC=1.CC1C=C(C(Cl)=O)SC=1.[O-]CC.[Na+].N1C2C(=CC=CC=2)NC1=O>C(O)C>[CH2:26]([O:30][C:12]([C:13]1[S:17][CH:16]=[C:15]([CH3:18])[CH:14]=1)=[O:19])[CH3:25] |f:3.4|. Product: C(C)OC(=O)C=1SC=C(C1)C (Ethyl-4-methylthiophene-2-carboxylate). The reactants are ClC1=CN=C2C(C(NC2=C1)=O)C(C1=CC(=CS1)C)=O (6-Chloro-3-(4-methyl-2-thenoyl)-4-azaoxindole), acid chloride, [O-]CC.[Na+] (sodium ethoxide), ClC1=CN=C2CC(NC2=C1)=O (6-chloro-4-azaoxindole), CC=1C=C(SC1)C(=O)Cl (4-methylthiophene-2-carbonyl chloride), N1C(NC2=CC=CC=C12)=O (azaoxindole). Run in C(C)O (ethanol). The reactants are C12C(C3CC(CC(C1)C3)C2)N2NC(C2=O)(C)C (2-(Adamantan-2-yl)-4,4-dimethyl-1,2-diazetidin-3-one), FC=1C=C(CBr)C=C(C1)C(F)(F)F (3-fluoro-5-(trifluoromethyl)benzyl bromide). Product: FC=1C=C(CN2N(C(C2(C)C)=O)C2C3CC4CC(CC2C4)C3)C=C(C1)C(F)(F)F (1-[3-fluoro-5-(trifluoromethyl)benzyl]-4,4-dimethyl-2-(adamantan-2-yl)-1,2-diazetidin-3-one). As a reaction SMILES: [CH:1]12[CH2:10][CH:5]3[CH2:6][CH:7]([CH2:9][CH:3]([CH2:4]3)[CH:2]1[N:11]1[C:14](=[O:15])[C:13]([CH3:17])([CH3:16])[NH:12]1)[CH2:8]2.[F:18][C:19]1[CH:20]=[C:21]([CH:24]=[C:25]([C:27]([F:30])([F:29])[F:28])[CH:26]=1)[CH2:22]Br>>[F:18][C:19]1[CH:20]=[C:21]([CH:24]=[C:25]([C:27]([F:28])([F:29])[F:30])[CH:26]=1)[CH2:22][N:12]1[C:13]([CH3:17])([CH3:16])[C:14](=[O:15])[N:11]1[CH:2]1[CH:3]2[CH2:4][CH:5]3[CH2:6][CH:7]([CH2:8][CH:1]1[CH2:10]3)[CH2:9]2. Procedure: 2-(Adamantan-2-yl)-4,4-dimethyl-1,2-diazetidin-3-one and 3-fluoro-5-(trifluoromethyl)benzyl bromide were used for a similar reaction and treatment as Process 6 of Example 1, and the title compound was obtained as a colorless oil. The reactants are CN, NS(=O)(=O)c1cccc(F)n1. Product: CNc1cccc(S(N)(=O)=O)n1. RXN SMILES: [CH3:1][NH2:2].[F:3][c:4]1[cH:5][cH:6][cH:7][c:8]([S:10](=[O:11])(=[O:12])[NH2:13])[n:9]1>>[CH3:1][NH:2][c:4]1[cH:5][cH:6][cH:7][c:8]([S:10](=[O:11])(=[O:12])[NH2:13])[n:9]1. Reactants: C(C)(C)(C)OC(=O)N1CC(C(CC1)=O)F (3-Fluoro-4-oxo-piperidine-1-carboxylic acid tert-butyl ester), C(C1=CC=CC=C1)N (benzyl amine), C(#N)[BH3-].[Na+] (sodium cyanoborohydride). Run in CO (methanol), C(C)(=O)O (acetic acid). Conditions: time 3 hour. Yields the product C(C)(C)(C)OC(=O)N1C[C@H]([C@@H](CC1)NCC1=CC=CC=C1)F (trans-4-benzylamino-3-fluoro-piperidine-1-carboxylic acid tert-butyl ester), C(C)(C)(C)OC(=O)N1C[C@H]([C@H](CC1)NCC1=CC=CC=C1)F (cis-4-benzylamino-3-fluoro-piperidine-1-carboxylic acid tert-butyl ester). The yield is 23.0%. RXN SMILES: [C:1]([O:5][C:6]([N:8]1[CH2:13][CH2:12][C:11](=O)[CH:10]([F:15])[CH2:9]1)=[O:7])([CH3:4])([CH3:3])[CH3:2].[CH2:16]([NH2:23])[C:17]1[CH:22]=[CH:21][CH:20]=[CH:19][CH:18]=1.C([BH3-])#N.[Na+]>CO.C(O)(=O)C>[C:1]([O:5][C:6]([N:8]1[CH2:13][CH2:12][C@@H:11]([NH:23][CH2:16][C:17]2[CH:22]=[CH:21][CH:20]=[CH:19][CH:18]=2)[C@H:10]([F:15])[CH2:9]1)=[O:7])([CH3:4])([CH3:3])[CH3:2].[C:1]([O:5][C:6]([N:8]1[CH2:13][CH2:12][C@H:11]([NH:23][CH2:16][C:17]2[CH:22]=[CH:21][CH:20]=[CH:19][CH:18]=2)[C@H:10]([F:15])[CH2:9]1)=[O:7])([CH3:4])([CH3:3])[CH3:2] |f:2.3|. Procedure details: A stirred solution of 3-Fluoro-4-oxo-piperidine-1-carboxylic acid tert-butyl ester (2.00 g, 9.21 mmol) in methanol (20 ml) and acetic acid (1 ml) was treated with benzyl amine (1.106 ml, 10.013 mmol) and stirred at ambient temperature for three hours. The mixture was then treated with sodium cyanoborohydride (0.8678 g, 13.81 mmol) and left to stand overnight. The reaction was quenched with a saturated solution of sodium bicarbonate (20 ml) and extracted with three portions of dichloromethane (50... Reactants: Brc1c[nH]cn1, [Li]C(C)(C)C, C1CCOC1, COc1ccc(-c2ccccc2)cc1C=O, CCCCC, [Cl-], [NH4+]. Product: COc1ccc(-c2ccccc2)cc1C(O)c1c[nH]cn1. RXN SMILES: [Br:1][c:2]1[n:3][cH:4][nH:5][cH:6]1.[C:7]([Li:8])([CH3:9])([CH3:10])[CH3:11].[CH2:30]1[O:31][CH2:32][CH2:33][CH2:34]1.[CH3:12][O:13][c:14]1[c:15]([CH:26]=[O:27])[cH:16][c:17](-[c:20]2[cH:21][cH:22][cH:23][cH:24][cH:25]2)[cH:18][cH:19]1.[CH3:35][CH2:36][CH2:37][CH2:38][CH3:39].[Cl-:28].[NH4+:29]>>[c:2]1([CH:26]([c:15]2[c:14]([O:13][CH3:12])[cH:19][cH:18][c:17](-[c:20]3[cH:21][cH:22][cH:23][cH:24][cH:25]3)[cH:16]2)[OH:27])[n:3][cH:4][nH:5][cH:6]1. The reactants are COC(=O)CN1C(C)C=CC1C, CCO, CCOC(C)=O, CC[O-], Cl, N=C(N)N, [Na+]. RXN SMILES: [CH3:10][CH:11]1[N:12]([CH2:17][C:18](=[O:19])[O:20][CH3:21])[CH:13]([CH3:16])[CH:14]=[CH:15]1.[CH3:22][CH2:23][OH:24].[CH3:25][CH2:26][O:27][C:28](=[O:29])[CH3:30].[CH3:7][CH2:8][O-:9].[ClH:1].[NH2:2][C:3](=[NH:4])[NH2:5].[Na+:6]>>[N:2](=[C:3]([NH2:4])[NH2:5])[C:18]([CH2:17][N:12]1[CH:11]([CH3:10])[CH:15]=[CH:14][CH:13]1[CH3:16])=[O:19]. The product is CC1C=CC(C)N1CC(=O)N=C(N)N. The reactants are NCCc1ccc(OCc2ccccc2)c(OCc2ccccc2)c1, O=C(O)CNc1ccc(Cl)cc1, c1ccccc1. Product: O=C(CNc1ccc(Cl)cc1)NCCc1ccc(OCc2ccccc2)c(OCc2ccccc2)c1. Reaction SMILES: [CH2:1]([c:2]1[cH:3][cH:4][cH:5][cH:6][cH:7]1)[O:8][c:9]1[cH:10][c:11]([CH2:12][CH2:13][NH2:14])[cH:15][cH:16][c:17]1[O:18][CH2:19][c:20]1[cH:21][cH:22][cH:23][cH:24][cH:25]1.[Cl:26][c:27]1[cH:28][cH:29][c:30]([NH:31][CH2:32][C:33](=[O:34])[OH:35])[cH:36][cH:37]1.[cH:38]1[cH:39][cH:40][cH:41][cH:42][cH:43]1>>[CH2:1]([c:2]1[cH:3][cH:4][cH:5][cH:6][cH:7]1)[O:8][c:9]1[cH:10][c:11]([CH2:12][CH2:13][NH:14][C:33]([CH2:32][NH:31][c:30]2[cH:29][cH:28][c:27]([Cl:26])[cH:37][cH:36]2)=[O:34])[cH:15][cH:16][c:17]1[O:18][CH2:19][c:20]1[cH:21][cH:22][cH:23][cH:24][cH:25]1. Starting materials: C(C)N(CCN1C(C2C(CCC1)NC(=C2C)\C=C\2/C(NC1=CC=C(C=C21)F)=O)=O)CC ((Z)-5-(2-diethylamino-ethyl)-2-(5-fluoro-2-oxo-1,2-dihydro-indol-3-ylidenemethyl)-3-methyl-3 a,5,6,7,8,8a-hexahydro-1H-pyrrolo[3,2-c]azepin-4-one), OC(C(=O)O)CC(=O)O (2-hydroxy-succinic acid). Solvent: CO (methanol). Yields the product C(C(O)CC(=O)O)(=O)O.C(C)N(CCN1C(C2C(CCC1)NC(=C2C)\C=C\2/C(NC1=CC=C(C=C21)F)=O)=O)CC ((Z)-5-(2-diethylamino-ethyl)-2-(5-fluoro-2-oxo-1,2-dihydro-indol-3-ylidenemethyl)-3-methyl-3a,5,6,7,8,8a-hexahydro-1H-pyrrolo[3,2-c]azepin-4-one malate). The yield is 75.9%. As a reaction SMILES: [CH2:1]([N:3]([CH2:30][CH3:31])[CH2:4][CH2:5][N:6]1[CH2:12][CH2:11][CH2:10][CH:9]2[NH:13][C:14](/[CH:17]=[C:18]3\[C:19](=[O:28])[NH:20][C:21]4[C:26]\3=[CH:25][C:24]([F:27])=[CH:23][CH:22]=4)=[C:15]([CH3:16])[CH:8]2[C:7]1=[O:29])[CH3:2].[OH:32][CH:33]([CH2:37][C:38]([OH:40])=[O:39])[C:34]([OH:36])=[O:35]>CO>[C:34]([OH:36])(=[O:35])[CH:33]([CH2:37][C:38]([OH:40])=[O:39])[OH:32].[CH2:30]([N:3]([CH2:1][CH3:2])[CH2:4][CH2:5][N:6]1[CH2:12][CH2:11][CH2:10][CH:9]2[NH:13][C:14](/[CH:17]=[C:18]3\[C:19](=[O:28])[NH:20][C:21]4[C:26]\3=[CH:25][C:24]([F:27])=[CH:23][CH:22]=4)=[C:15]([CH3:16])[CH:8]2[C:7]1=[O:29])[CH3:31] |f:3.4|. Procedure: (Z)-5-(2-Diethylamino-ethyl)-2-(5-fluoro-2-oxo-1,2-dihydro-indol-3-ylidenemethyl)-3-methyl-3a,5,6,7,8,8a-hexahydro-1H-pyrrolo[3,2-c]azepin-4-one 1 (2.01 g, 4.75 mmol) obtained from Example 1 was dissolved in 279 ml of methanol under stirring, and added with 2-hydroxy-succinic acid (0.953 g, 7.11 mmol) to the solution in one portion. The orange solution was concentrated under reduced pressure, added with 45 ml of acetonitrile, heated to reflux for 30 minutes in an oil bath. The oil bath was then ...